From a dataset of the Open Reaction Database (ORD), a public repository of structured organic reaction records. describe an organic reaction: reactants, conditions, products, and yield The reactants are CC=1C(=NC(=NC1)NC=1C=NN(C1)C)NC1CC2C(CN(C2)C(=O)OC(C)(C)C)C1 (tert-butyl 5-((5-methyl-2-((1-methyl-1H-pyrazol-4-yl)amino)pyrimidin-4-yl)amino)hexahydrocyclopenta[c]pyrrole-2(1H)-carboxylate), Cl (HCl), CCOC(=O)C (EtOAc). The solvent is C(Cl)Cl (DCM). Conditions: time 1 hour. The product is CC=1C(=NC(=NC1)NC=1C=NN(C1)C)NC1CC2C(CNC2)C1 (5-methyl-N2-(1-methyl-1H-pyrazol-4-yl)-N4-(octahydrocyclopenta[c]pyrrol-5-yl)pyrimidine-2,4-diamine). Yield: 40.2%. Reaction SMILES: [CH3:1][C:2]1[C:3]([NH:15][CH:16]2[CH2:30][CH:19]3[CH2:20][N:21](C(OC(C)(C)C)=O)[CH2:22][CH:18]3[CH2:17]2)=[N:4][C:5]([NH:8][C:9]2[CH:10]=[N:11][N:12]([CH3:14])[CH:13]=2)=[N:6][CH:7]=1.Cl.CCOC(C)=O>C(Cl)Cl>[CH3:1][C:2]1[C:3]([NH:15][CH:16]2[CH2:30][CH:19]3[CH2:20][NH:21][CH2:22][CH:18]3[CH2:17]2)=[N:4][C:5]([NH:8][C:9]2[CH:10]=[N:11][N:12]([CH3:14])[CH:13]=2)=[N:6][CH:7]=1. Procedure details: To a solution of tert-butyl 5-((5-methyl-2-((1-methyl-1H-pyrazol-4-yl)amino)pyrimidin-4-yl)amino)hexahydrocyclopenta[c]pyrrole-2(1H)-carboxylate (1.66 g, 4.01 mmol) in DCM (20 mL) was added a solution of HCl in EtOAc (20 mL, 80 mmol). The reaction mixture was stirred at rt for 1 h and concentrated in vacuo. The residue was dissolved in water (30 mL) and adjusted to pH=10 with saturated Na2CO3 aqueous solution, then extracted with DCM (250 mL×3). The combined organic phases were washed with brine... Reactants: BrC1=C(C(=O)OC(C)C)C=C(C(=C1)Cl)N1C(NC2=C(C1=O)CCC2)=O (isopropyl 2-bromo-4-chloro-5-(1,2,4,5,6,7-hexahydro-2,4-dioxo-3H-cyclopenta[d]pyrimidin-3-yl)-benzoate), S(=O)(=O)(OC)OC (dimethyl sulphate), [Na] (sodium). The solvent is C(C)(C)O (isopropanol). Product: BrC1=C(C(=O)OC(C)C)C=C(C(=C1)Cl)N1C(N(C2=C(C1=O)CCC2)C)=O (isopropyl 2-bromo-4-chloro-5-(1,2,4,5,6,7-hexahydro-1-methyl-2,4-dioxo-3H-cyclopenta[d]pyrimidin-3-yl)-benzoate). Reaction SMILES: [Br:1][C:2]1[CH:13]=[C:12]([Cl:14])[C:11]([N:15]2[C:20](=[O:21])[C:19]3[CH2:22][CH2:23][CH2:24][C:18]=3[NH:17][C:16]2=[O:25])=[CH:10][C:3]=1[C:4]([O:6][CH:7]([CH3:9])[CH3:8])=[O:5].S(OC)(O[CH3:30])(=O)=O.[Na]>C(O)(C)C>[Br:1][C:2]1[CH:13]=[C:12]([Cl:14])[C:11]([N:15]2[C:20](=[O:21])[C:19]3[CH2:22][CH2:23][CH2:24][C:18]=3[N:17]([CH3:30])[C:16]2=[O:25])=[CH:10][C:3]=1[C:4]([O:6][CH:7]([CH3:9])[CH3:8])=[O:5] |^1:32|. Reported procedure: using isopropyl 2-bromo-4-chloro-5-(1,2,4,5,6,7-hexahydro-2,4-dioxo-3H-cyclopenta[d]pyrimidin-3-yl)-benzoate and dimethyl sulphate with sodium isopropylate in isopropanol there is obtained isopropyl 2-bromo-4-chloro-5-(1,2,4,5,6,7-hexahydro-1-methyl-2,4-dioxo-3H-cyclopenta[d]pyrimidin-3-yl)-benzoate, 1H--NMR (CDCl3, 400 MHz) 7.86 ppm (s, 1H), 7.74 ppm (s, 1H), 5.23 ppm (m, 1H), 3.42 ppm (s, 3H), 2.96 ppm (m, 2H), 2.82 ppm (m, 2H), 2.18 ppm (m, 2H), 1.35 ppm (d, 6H), Starting materials: C1(=CC=CC=C1)C (toluene), OC1=C(C=CC(=C1)C)CNC([O-])=O (N-(2-hydroxy-4-methylphenyl)methylcarbamate), NCCO (2-aminoethanol), C[O-].[Na+] (sodium methoxide). Solvent: O (water). Run at temperature 100 celsius, time 30 minute. The product is OC1=C(C=CC(=C1)C)NC(=O)NCCO (N-(2-hydroxy-4-methylphenyl)-N'-(2-hydroxyethyl)urea). The yield is 3.0%. RXN SMILES: [C:1]1([CH3:7])[CH:6]=[CH:5][CH:4]=[CH:3][CH:2]=1.OC1C=C(C)C=CC=1C[NH:17][C:18](=O)[O-:19].[NH2:21][CH2:22][CH2:23][OH:24].C[O-:26].[Na+]>O>[OH:26][C:5]1[CH:6]=[C:1]([CH3:7])[CH:2]=[CH:3][C:4]=1[NH:17][C:18]([NH:21][CH2:22][CH2:23][OH:24])=[O:19] |f:3.4|. Procedure details: To 15 ml of toluene, there were added 4.0 g (32.5 mmol) of N-(2-hydroxy-4-methylphenyl)methylcarbamate, 4.58 g (7.50 mmol) of 2-aminoethanol and 1.93 g (35.8 mmol) of sodium methoxide, followed by stirring at 100° C. for 30 minutes. After cooling, the reaction mixture was poured into 150 ml of water. The toluene layer was removed and the aqueous layer was neutralized with glacial acetic acid. The crystals thus precipitated were filtered off. The filtrate was extracted with 200 ml of ethyl acetat... Reactants: COC(=O)C(Cc1cc(OC)c(OC)c(OC)c1)NC(=O)C(CC(C)C)=NO, CCO. The product is COc1cc(CC(NC(=O)C(CC(C)C)=NO)C(=O)O)cc(OC)c1OC. RXN SMILES: [CH3:1][O:2][C:3]([CH:4]([NH:5][C:6]([C:7]([CH2:8][CH:9]([CH3:10])[CH3:11])=[N:12][OH:13])=[O:14])[CH2:15][c:16]1[cH:17][c:18]([O:26][CH3:27])[c:19]([O:24][CH3:25])[c:20]([O:22][CH3:23])[cH:21]1)=[O:28].[CH3:29][CH2:30][OH:31]>>[O:2]=[C:3]([CH:4]([NH:5][C:6]([C:7]([CH2:8][CH:9]([CH3:10])[CH3:11])=[N:12][OH:13])=[O:14])[CH2:15][c:16]1[cH:17][c:18]([O:26][CH3:27])[c:19]([O:24][CH3:25])[c:20]([O:22][CH3:23])[cH:21]1)[OH:28]. Reactants: CCSC(=N)N, N=C(N)NCCC(=O)NC(Cc1c[nH]cn1)C(=O)O, O, O=S(=O)(O)O. Product: NC(Cc1c[nH]cn1)C(=O)O, N=C(N)NCCC(=O)O. Reaction SMILES: [CH2:21]([S:22][C:23](=[NH:24])[NH2:25])[CH3:26].[NH:1]([C:2](=[NH:3])[NH2:4])[CH2:5][CH2:6][C:7](=[O:8])[NH:9][CH:10]([CH2:11][c:12]1[cH:13][nH:14][cH:15][n:16]1)[C:17](=[O:18])[OH:19].[OH2:20].[S:27]([OH:28])(=[O:29])(=[O:30])[OH:31]>>[NH2:9][CH:10]([CH2:11][c:12]1[cH:13][nH:14][cH:15][n:16]1)[C:17](=[O:18])[OH:19].[NH:1]([C:2](=[NH:3])[NH2:4])[CH2:5][CH2:6][C:7]([OH:8])=[O:28].